The task is: describe an organic reaction: reactants, conditions, products, and yield. This data is from the Open Reaction Database (ORD), a public repository of structured organic reaction records. The solvent is C(C)OCC (diethylether). RXN SMILES: [N:1]1([C:6]2[CH:34]=[CH:33][C:9]([CH2:10][C:11]3[C:12]([C:31]#[N:32])=[N:13][C:14]4[C:19]([C:20]=3[C:21]#[N:22])=[CH:18][C:17]([C:23]([C:25]3[N:29]([CH3:30])[CH:28]=[N:27][CH:26]=3)=[O:24])=[CH:16][CH:15]=4)=[CH:8][CH:7]=2)[CH:5]=[CH:4][CH:3]=[N:2]1.[Cl:35][C:36]1[CH:41]=[CH:40][C:39]([Mg]Br)=[CH:38][CH:37]=1.[CH2:44]1COCC1>C(OCC)C>[N:1]1([C:6]2[CH:7]=[CH:8][C:9]([CH2:10][C:11]3[C:12]([C:31]#[N:32])=[N:13][C:14]4[C:19]([C:20]=3[C:21]#[N:22])=[CH:18][C:17]([C:23]([C:39]3[CH:40]=[CH:41][C:36]([Cl:35])=[CH:37][CH:38]=3)([OH:24])[C:25]3[N:29]([CH3:30])[CH:28]=[N:27][CH:26]=3)=[CH:16][C:15]=4[CH3:44])=[CH:33][CH:34]=2)[CH:5]=[CH:4][CH:3]=[N:2]1. Run at time 15 minute. Product: N1(N=CC=C1)C1=CC=C(CC=2C(=NC3=C(C=C(C=C3C2C#N)C(C2=CN=CN2C)(O)C2=CC=C(C=C2)Cl)C)C#N)C=C1 (3-(4-(1H-Pyrazol-1-yl)benzyl)-6-((4-chlorophenyl)(hydroxy)(1-methyl-1H-imidazol-5-yl)methyl)-8-methylquinoline-2,4-dicarbonitrile). Starting materials: LaCl3-2LiCl, N1(N=CC=C1)C1=CC=C(CC=2C(=NC3=CC=C(C=C3C2C#N)C(=O)C2=CN=CN2C)C#N)C=C1 (3-(4-(1H-pyrazol-1-yl)benzyl)-6-(1-methyl-1H-imidazole-5-carbonyl)quinoline-2,4-dicarbonitrile), N1(N=CC=C1)C1=CC=C(CC=2C(=NC3=CC=C(C=C3C2C#N)C(=O)C2=CN=CN2C)C#N)C=C1 (3-(4-(1H-pyrazol-1-yl)benzyl)-6-(1-methyl-1H-imidazole-5-carbonyl)quinoline-2,4-dicarbonitrile), C1CCOC1 (THF), C1CCOC1 (THF), ClC1=CC=C(C=C1)[Mg]Br (4-chlorophenyl magnesium bromide). Procedure details: A solution of LaCl3-2LiCl in THF (0.36 mL, 0.22 mmol, 0.6 M in THF) was added to a solution of 3-(4-(1H-pyrazol-1-yl)benzyl)-6-(1-methyl-1H-imidazole-5-carbonyl)quinoline-2,4-dicarbonitrile (50 mg, 0.08 mmol, Intermediate 14: step e) in THF (1.8 mL) at room temperature. After 15 minutes of stirring, a solution of 4-chlorophenyl magnesium bromide (0.32 mL, 0.32 mmol) in diethylether was added dropwise at 0° C. After stirring for 30 minutes, the reaction mixture was quenched with a saturated aqueo... Starting materials: CCCC[N+](CCCC)(CCCC)CCCC, C1CCOC1, COC(=O)c1c(C(=O)OC)c(O[Si](C(C)C)(C(C)C)C(C)C)c2ncccc2c1OC, [F-], [N-]=[N+]=C(c1ccccc1)c1ccccc1. The product is COC(=O)c1c(C(=O)OC)c(OC(c2ccccc2)c2ccccc2)c2ncccc2c1OC. As a reaction SMILES: [CH2:2]([N+:3]([CH2:4][CH2:5][CH2:6][CH3:7])([CH2:8][CH2:9][CH2:10][CH3:11])[CH2:12][CH2:13][CH2:14][CH3:15])[CH2:16][CH2:17][CH3:18].[CH2:65]1[O:66][CH2:67][CH2:68][CH2:69]1.[CH3:19][O:20][C:21](=[O:22])[c:23]1[c:24]([O:48][CH3:49])[c:25]2[cH:26][cH:27][cH:28][n:29][c:30]2[c:31]([O:37][Si:38]([CH:39]([CH3:40])[CH3:41])([CH:42]([CH3:43])[CH3:44])[CH:45]([CH3:46])[CH3:47])[c:32]1[C:33](=[O:34])[O:35][CH3:36].[F-:1].[c:50]1([C:56](=[N+:57]=[N-:58])[c:59]2[cH:60][cH:61][cH:62][cH:63][cH:64]2)[cH:51][cH:52][cH:53][cH:54][cH:55]1>>[CH3:19][O:20][C:21](=[O:22])[c:23]1[c:24]([O:48][CH3:49])[c:25]2[cH:26][cH:27][cH:28][n:29][c:30]2[c:31]([O:37][CH:56]([c:50]2[cH:51][cH:52][cH:53][cH:54][cH:55]2)[c:59]2[cH:60][cH:61][cH:62][cH:63][cH:64]2)[c:32]1[C:33](=[O:34])[O:35][CH3:36]. The reactants are N1=C(C=CC=C1)CO (2-pyridylmethanol), [H-].[Na+] (NaH), O (H2O), C(C)(C)(C)OC(CBr)=O (t-butylbromoacetate). Run in C1CCOC1 (THF). Conditions: time 0.25 hour. The product is C(C)(C)(C)OC(COCC1=NC=CC=C1)=O ((Pyridin-2-yl-methoxy)-acetic Acid t-Butyl Ester). Reaction SMILES: [N:1]1[CH:6]=[CH:5][CH:4]=[CH:3][C:2]=1[CH2:7][OH:8].[H-].[Na+].[C:11]([O:15][C:16](=[O:19])[CH2:17]Br)([CH3:14])([CH3:13])[CH3:12].O>C1COCC1>[C:11]([O:15][C:16](=[O:19])[CH2:17][O:8][CH2:7][C:2]1[CH:3]=[CH:4][CH:5]=[CH:6][N:1]=1)([CH3:14])([CH3:13])[CH3:12] |f:1.2|. Procedure: To a solution of 0.5 mL (5.18 mmol) 2-pyridylmethanol in 20 mL THF at 0° C. was added 270 mg (6.75 mmol) NaH and the reaction stirred for 0.25 h. Then 0.82 mL t-butylbromoacetate was added and the reaction warmed to rt and stirred for 12 days. The reaction was poured into 100 mL H2O, extracted with CH2Cl2 (2×100 mL), the combined organic layers washed with brine, dried over MgSO4, filtered, and the solvent removed under reduced pressure to give 1.16 g (61%) as a brown oil.